Dataset: the Open Reaction Database (ORD), a public repository of structured organic reaction records. Task: describe an organic reaction: reactants, conditions, products, and yield Starting materials: Brc1ccc2c(c1)C(OC1CCCCO1)CC2, CN(C)C=O, I, [Mg], C1CCOC1. Yields the product O=Cc1ccc2c(c1)C(OC1CCCCO1)CC2. As a reaction SMILES: [Br:3][c:4]1[cH:5][cH:6][c:7]2[c:11]([cH:12]1)[CH:10]([O:13][CH:14]1[O:15][CH2:16][CH2:17][CH2:18][CH2:19]1)[CH2:9][CH2:8]2.[CH3:20][N:21]([CH:22]=[O:23])[CH3:24].[I:2].[Mg:1].[O:25]1[CH2:26][CH2:27][CH2:28][CH2:29]1>>[c:4]1([CH:22]=[O:23])[cH:5][cH:6][c:7]2[c:11]([cH:12]1)[CH:10]([O:13][CH:14]1[O:15][CH2:16][CH2:17][CH2:18][CH2:19]1)[CH2:9][CH2:8]2. Starting materials: COc1ccc(CC2(C)CNCCN2)cc1OC, CCN(C(C)C)C(C)C, ClCCl, O=C(O)CN1CCC(c2ccccc2)(c2ccccc2)C1=O. Yields the product COc1ccc(CC2(C)CN(C(=O)CN3CCC(c4ccccc4)(c4ccccc4)C3=O)CCN2)cc1OC. Reaction SMILES: [CH3:1][O:2][c:3]1[cH:4][c:5]([CH2:6][C:7]2([CH3:13])[NH:8][CH2:9][CH2:10][NH:11][CH2:12]2)[cH:14][cH:15][c:16]1[O:17][CH3:18].[CH:41]([N:42]([CH:43]([CH3:44])[CH3:45])[CH2:46][CH3:47])([CH3:48])[CH3:49].[Cl:50][CH2:51][Cl:52].[O:19]=[C:20]1[N:21]([CH2:37][C:38](=[O:39])[OH:40])[CH2:22][CH2:23][C:24]1([c:25]1[cH:26][cH:27][cH:28][cH:29][cH:30]1)[c:31]1[cH:32][cH:33][cH:34][cH:35][cH:36]1>>[CH3:1][O:2][c:3]1[cH:4][c:5]([CH2:6][C:7]2([CH3:13])[NH:8][CH2:9][CH2:10][N:11]([C:38]([CH2:37][N:21]3[C:20](=[O:19])[C:24]([c:25]4[cH:26][cH:27][cH:28][cH:29][cH:30]4)([c:31]4[cH:32][cH:33][cH:34][cH:35][cH:36]4)[CH2:23][CH2:22]3)=[O:39])[CH2:12]2)[cH:14][cH:15][c:16]1[O:17][CH3:18]. The reactants are FC1=CC=C(CC2=CC(=NN2)C2=CC=NC=C2)C=C1 (4-[5-(4-fluorobenzyl)-1H-pyrazol-3-yl]pyridine), [H-].[Na+] (NaH), COCCBr (Methoxyethylbromide). Run in CN(C)C=O (DMF). Reaction conditions: temperature 100 celsius, time 20 minute. Yields the product FC1=CC=C(CC2=CC(=NN2CCOC)C2=CC=NC=C2)C=C1 (4-(5-(4-fluorobenzyl)-1-(2-methoxyethyl)-1H-pyrazol-3-yl)pyridine). Isolated yield 60.2%. Reaction SMILES: [F:1][C:2]1[CH:19]=[CH:18][C:5]([CH2:6][C:7]2[NH:11][N:10]=[C:9]([C:12]3[CH:17]=[CH:16][N:15]=[CH:14][CH:13]=3)[CH:8]=2)=[CH:4][CH:3]=1.[H-].[Na+].[CH3:22][O:23][CH2:24][CH2:25]Br>CN(C=O)C>[F:1][C:2]1[CH:19]=[CH:18][C:5]([CH2:6][C:7]2[N:11]([CH2:25][CH2:24][O:23][CH3:22])[N:10]=[C:9]([C:12]3[CH:17]=[CH:16][N:15]=[CH:14][CH:13]=3)[CH:8]=2)=[CH:4][CH:3]=1 |f:1.2|. Reported procedure: To a solution of 4-[5-(4-fluorobenzyl)-1H-pyrazol-3-yl]pyridine (0.122 g, 0.48 mmol) in DMF (3 ml) was added NaH (19 mg, 0.48 mmol) and the suspension was stirred for 20 minutes under nitrogen. Methoxyethylbromide (45 μL, 0.48 mmol) was then added and the reaction mixture was heated to 100° C. under nitrogen for 18 hours. The solvent was removed in vacuo and the residue was purified by radial chromatography (2 mm plate, eluting with EtOAc) to give the title compound as a clear oil (90 mg, 60%). ... Reactants: COC(CNC(=O)C=1N=CC2=CC=CC=C2C1C1=CC=CC=C1)=O ([(4-Phenyl-isoquinoline-3-carbonyl)-amino]-acetic acid methyl ester), [OH-].[K+] (KOH). The solvent is CCO (EtOH). Conditions: time 18 hour. The product is C1(=CC=CC=C1)C1=C(N=CC2=CC=CC=C12)C(=O)NCC(=O)O ([(4-Phenyl-isoquinoline-3-carbonyl)-amino]-acetic acid). Yield: 92.1%. RXN SMILES: C[O:2][C:3](=[O:24])[CH2:4][NH:5][C:6]([C:8]1[N:9]=[CH:10][C:11]2[C:16]([C:17]=1[C:18]1[CH:23]=[CH:22][CH:21]=[CH:20][CH:19]=1)=[CH:15][CH:14]=[CH:13][CH:12]=2)=[O:7].[OH-].[K+]>CCO>[C:18]1([C:17]2[C:16]3[C:11](=[CH:12][CH:13]=[CH:14][CH:15]=3)[CH:10]=[N:9][C:8]=2[C:6]([NH:5][CH2:4][C:3]([OH:24])=[O:2])=[O:7])[CH:19]=[CH:20][CH:21]=[CH:22][CH:23]=1 |f:1.2|. Procedure: A mixture of [(4-Phenyl-isoquinoline-3-carbonyl)-amino]-acetic acid methyl ester (144 mg, 0.45 mmol), KOH (325 mg, 5 mmol) and EtOH (10 ml) was stirred at ambient temperature for 18 h before the solvent was evaporated in vacuo. The residue was dissolved in water. The pH of the solution was adjusted to 3-4 by addition of concentrated aqueous HCl. The solution was then extracted with EtOAc (2×25 ml). The combined organic phases were dried over MgSO4 and concentrated in vacuo to give the title comp... The reactants are C1CC2CNCCN2C1, CS(C)=O, COc1cc(CCc2cc(NC(=O)c3cnc(Cl)cn3)[nH]n2)cc(OC)c1. Reaction SMILES: [CH2:1]1[CH:2]2[N:3]([CH2:4][CH2:5][NH:6]1)[CH2:7][CH2:8][CH2:9]2.[CH3:37][S:38]([CH3:39])=[O:40].[Cl:10][c:11]1[n:12][cH:13][c:14]([C:17](=[O:18])[NH:19][c:20]2[nH:21][n:22][c:23]([CH2:25][CH2:26][c:27]3[cH:28][c:29]([O:35][CH3:36])[cH:30][c:31]([O:33][CH3:34])[cH:32]3)[cH:24]2)[n:15][cH:16]1>>[CH2:1]1[CH:2]2[N:3]([CH2:4][CH2:5][N:6]1[c:11]1[n:12][cH:13][c:14]([C:17](=[O:18])[NH:19][c:20]3[nH:21][n:22][c:23]([CH2:25][CH2:26][c:27]4[cH:28][c:29]([O:35][CH3:36])[cH:30][c:31]([O:33][CH3:34])[cH:32]4)[cH:24]3)[n:15][cH:16]1)[CH2:7][CH2:8][CH2:9]2. Product: COc1cc(CCc2cc(NC(=O)c3cnc(N4CCN5CCCC5C4)cn3)[nH]n2)cc(OC)c1. Yields the product CC1=NN=C(O1)CC=1C=C(C=CC1)CC(=O)OC(C)(C)C (tert-butyl 2-(3-((5-methyl-1,3,4-oxadiazol-2-yl)methyl)phenyl)acetate). The reagents and catalysts are CC(C)([P](C(C)(C)C)([Pd][P](C(C)(C)C)(C(C)(C)C)C(C)(C)C)C(C)(C)C)C (Bis(tri-t-butylphosphine)palladium(0)). Conditions: time 20 hour. RXN SMILES: Br[C:2]1[CH:3]=[C:4]([CH:12]=[CH:13][CH:14]=1)[CH2:5][C:6]1[O:7][C:8]([CH3:11])=[N:9][N:10]=1.[Cl-].[C:16]([O:20][C:21](=[O:24])[CH2:22][Zn+])([CH3:19])([CH3:18])[CH3:17]>O1CCOCC1.CC(C)([P](C(C)(C)C)([Pd][P](C(C)(C)C)(C(C)(C)C)C(C)(C)C)C(C)(C)C)C>[CH3:11][C:8]1[O:7][C:6]([CH2:5][C:4]2[CH:3]=[C:2]([CH2:22][C:21]([O:20][C:16]([CH3:19])([CH3:18])[CH3:17])=[O:24])[CH:14]=[CH:13][CH:12]=2)=[N:10][N:9]=1 |f:1.2,^1:33,39|. Isolated yield 59.5%. Reactants: BrC=1C=C(CC=2OC(=NN2)C)C=CC1 (2-(3-bromobenzyl)-5-methyl-1,3,4-oxadiazole), [Cl-].C(C)(C)(C)OC(C[Zn+])=O (2-tert-butoxy-2-oxoethylzinc chloride). Solvent: O1CCOCC1 (dioxane). Reported procedure: To a solution of 2-(3-bromobenzyl)-5-methyl-1,3,4-oxadiazole 1105 (0.50 g, 1.97 mmol) in dioxane (1 mL), under an atmosphere of Argon, was added Bis(tri-t-butylphosphine)palladium(0) (0.15 g, 0.295 mmol) followed by the addition of 2-tert-butoxy-2-oxoethylzinc chloride (0.5 M in diethyl ether, 4.92 mmol, 9.84 mL). The mixture was allowed to stir under Argon for 20 hours and the volatiles were removed under reduced pressure. The residue was taken up in EtOAc (10 mL) and washed with water (2×5 mL)... Starting materials: Cn1ccnc1, COc1ccc(CNc2nc(SC)ncc2C=O)cc1Cl, [Li], C1CCOC1. The product is COc1ccc(CNc2nc(SC)ncc2C(O)c2nccn2C)cc1Cl. As a reaction SMILES: [CH3:23][n:24]1[cH:25][n:26][cH:27][cH:28]1.[Cl:1][c:2]1[cH:3][c:4]([CH2:5][NH:6][c:7]2[n:8][c:9]([S:15][CH3:16])[n:10][cH:11][c:12]2[CH:13]=[O:14])[cH:17][cH:18][c:19]1[O:20][CH3:21].[Li:22].[O:29]1[CH2:30][CH2:31][CH2:32][CH2:33]1>>[Cl:1][c:2]1[cH:3][c:4]([CH2:5][NH:6][c:7]2[n:8][c:9]([S:15][CH3:16])[n:10][cH:11][c:12]2[CH:13]([OH:14])[c:25]2[n:24]([CH3:23])[cH:28][cH:27][n:26]2)[cH:17][cH:18][c:19]1[O:20][CH3:21].